Dataset: the Open Reaction Database (ORD), a public repository of structured organic reaction records. Task: describe an organic reaction: reactants, conditions, products, and yield The reactants are C(=O)(O)C1=CC=C(C=C1)C=1\C(\CCCC1\C=C\C=1C(C=2C(=[N+](C=CC2)CCCS(=O)(=O)[O-])N1)(C)C)=C\C=C/1\N(C2=CC=C(C=C2C1(C)C)S(=O)(=O)[O-])CCCS(=O)(=O)[O-].[Na+].[Na+] (Sodium (E)-2-((E)-2-(2-(4-Carboxyphenyl)-3-((E)-2-(3,3-dimethyl-7-(3-sulfonatopropyl)-3H-pyrrolo[2,3-b]pyridin-7-ium-2-yl)vinyl)cyclohex-2-enylidene)ethylidene)-3,3-dimethyl-1-(3-sulfonatopropyl)indoline-5-sulfonate), ClC/1=C(CC\C1=C/C=C/1\C(C=2C(N(C=C(C2)Cl)CCCCS(=O)(=O)[O-])=N1)(C)C)/C=C/C1=[N+](C2=CC=C(C=C2C1(C)C)S(=O)(=O)[O-])CCCCS(=O)(=O)[O-].[Na+].[Na+] (Sodium 2-((E)-2-((E)-2-chloro-3-((E)-2-(5-chloro-3,3-dimethyl-7-(4-sulfonatobutyl)-3,7-dihydro-2H-pyrrolo[2,3-b]pyridin-2-ylidene)ethylidene)cyclopent-1-enyl)vinyl)-3,3-dimethyl-1-(4-sulfonatobutyl)-3H-indolium-5-sulfonate), B(O)(O)C=1C=C(C(=O)O)C=CC1 (3-boronobenzoic acid). Yields the product C(=O)(O)C=1C=C(C=CC1)C/1=C(CC\C1=C/C=C/1\C(C=2C(N(C=C(C2)Cl)CCCCS(=O)(=O)[O-])=N1)(C)C)/C=C/C1=[N+](C2=CC=C(C=C2C1(C)C)S(=O)(=O)[O-])CCCCS(=O)(=O)[O-].[Na+].[Na+] (Sodium 2-((E)-2-((E)-2-(3-carboxyphenyl)-3-((E)-2-(5-chloro-3,3-dimethyl-7-(4-sulfonatobutyl)-3,7-dihydro-2H-pyrrolo[2,3-b]pyridin-2-ylidene)ethylidene)cyclopent-1-enyl)vinyl)-3,3-dimethyl-1-(4-sulfonatobutyl)-3H-indolium-5-sulfonate). Reaction SMILES: C(C1C=CC(C2/C(=C/C=C3/N(CCCS([O-])(=O)=O)C4C(C/3(C)C)=CC(S([O-])(=O)=O)=CC=4)/CCCC=2C=CC2C(C)(C)C3C(N=2)=[N+](CCCS([O-])(=O)=O)C=CC=3)=CC=1)(O)=O.[Na+:60].[Na+].Cl[C:63]1=[C:64]([CH:90]=[CH:91][C:92]2[C:100]([CH3:102])([CH3:101])[C:99]3[C:94](=[CH:95][CH:96]=[C:97]([S:103]([O-:106])(=[O:105])=[O:104])[CH:98]=3)[N+:93]=2[CH2:107][CH2:108][CH2:109][CH2:110][S:111]([O-:114])(=[O:113])=[O:112])[CH2:65][CH2:66]/[C:67]/1=[CH:68]\[CH:69]=[C:70]1/[C:71]([CH3:89])([CH3:88])[C:72]2[C:73](=[N:87]/1)[N:74]([CH2:79][CH2:80][CH2:81][CH2:82][S:83]([O-:86])(=[O:85])=[O:84])[CH:75]=[C:76]([Cl:78])[CH:77]=2.[Na+].[Na+].B([C:120]1[CH:121]=[C:122]([CH:126]=[CH:127][CH:128]=1)[C:123]([OH:125])=[O:124])(O)O>>[C:123]([C:122]1[CH:121]=[C:120]([C:63]2=[C:64]([CH:90]=[CH:91][C:92]3[C:100]([CH3:102])([CH3:101])[C:99]4[C:94](=[CH:95][CH:96]=[C:97]([S:103]([O-:106])(=[O:105])=[O:104])[CH:98]=4)[N+:93]=3[CH2:107][CH2:108][CH2:109][CH2:110][S:111]([O-:114])(=[O:113])=[O:112])[CH2:65][CH2:66]/[C:67]/2=[CH:68]\[CH:69]=[C:70]2/[C:71]([CH3:88])([CH3:89])[C:72]3[C:73](=[N:87]/2)[N:74]([CH2:79][CH2:80][CH2:81][CH2:82][S:83]([O-:86])(=[O:85])=[O:84])[CH:75]=[C:76]([Cl:78])[CH:77]=3)[CH:128]=[CH:127][CH:126]=1)([OH:125])=[O:124].[Na+:60].[Na+:60] |f:0.1.2,3.4.5,7.8.9|. Reported procedure: Compound 40 is prepared analogously to compound 17 (Example 17), except with compound 39 and 3-boronobenzoic acid as starting materials. Starting materials: COCCO, COC(=O)C(C)Nc1c(C)cccc1C, [Na+], [Na+], O=C([O-])[O-]. Product: COCCOC(=O)C(C)Nc1c(C)cccc1C. Reaction SMILES: [CH3:16][O:17][CH2:18][CH2:19][OH:20].[CH3:1][O:2][C:3]([CH:4]([NH:5][c:6]1[c:7]([CH3:13])[cH:8][cH:9][cH:10][c:11]1[CH3:12])[CH3:14])=[O:15].[Na+:21].[Na+:22].[O-:23][C:24](=[O:25])[O-:26]>>[CH2:1]([O:2][C:3]([CH:4]([NH:5][c:6]1[c:7]([CH3:13])[cH:8][cH:9][cH:10][c:11]1[CH3:12])[CH3:14])=[O:15])[CH2:18][O:17][CH3:16].